This data is from the Open Reaction Database (ORD), a public repository of structured organic reaction records. The task is: describe an organic reaction: reactants, conditions, products, and yield The reactants are [Br-], C1CCOC1, C=C[Mg+], c1ccc(C(c2ccccc2)C2CO2)cc1, [Cu]I. The product is C=CCC(O)C(c1ccccc1)c1ccccc1. Reaction SMILES: [Br-:17].[CH2:21]1[O:22][CH2:23][CH2:24][CH2:25]1.[CH:18](=[CH2:19])[Mg+:20].[CH:1]([c:2]1[cH:3][cH:4][cH:5][cH:6][cH:7]1)([c:8]1[cH:9][cH:10][cH:11][cH:12][cH:13]1)[CH:14]1[O:15][CH2:16]1.[Cu:26][I:27]>>[CH:1]([c:2]1[cH:3][cH:4][cH:5][cH:6][cH:7]1)([c:8]1[cH:9][cH:10][cH:11][cH:12][cH:13]1)[CH:14]([OH:15])[CH2:16][CH:18]=[CH2:19].